From a dataset of the Open Reaction Database (ORD), a public repository of structured organic reaction records. describe an organic reaction: reactants, conditions, products, and yield The reactants are O=C1NC(CC1)=O (2,5-dioxopyrrolidine), FC1=CC=C(C=C1)N1CCN(CC1)CCCCl (1-[4-(4-fluorophenyl)-piperazin-1-yl]-3-chloropropane), C([O-])([O-])=O.[K+].[K+] (potassium carbonate). The reagents and catalysts are [Br-].C(CCC)[N+](CCCC)(CCCC)CCCC (tetrabutylammonium bromide). Solvent: CC(=O)C (acetone). Reaction conditions: temperature 80 celsius. The product is FC1=CC=C(C=C1)N1CCN(CC1)CCCN1C(CCC1=O)=O (1-[4-(4-Fluorophenyl)piperazin-1-yl]-3-[2,5-dioxopyrrolidin-1-yl]propane). RXN SMILES: [O:1]=[C:2]1[CH2:6][CH2:5][C:4](=[O:7])[NH:3]1.[F:8][C:9]1[CH:14]=[CH:13][C:12]([N:15]2[CH2:20][CH2:19][N:18]([CH2:21][CH2:22][CH2:23]Cl)[CH2:17][CH2:16]2)=[CH:11][CH:10]=1.C(=O)([O-])[O-].[K+].[K+]>[Br-].C([N+](CCCC)(CCCC)CCCC)CCC.CC(C)=O>[F:8][C:9]1[CH:10]=[CH:11][C:12]([N:15]2[CH2:16][CH2:17][N:18]([CH2:21][CH2:22][CH2:23][N:3]3[C:4](=[O:7])[CH2:5][CH2:6][C:2]3=[O:1])[CH2:19][CH2:20]2)=[CH:13][CH:14]=1 |f:2.3.4,5.6|. Procedure details: Scheme-I: A mixture of 2,5-dioxopyrrolidine (0.500 g, 5 mmol), 1-[4-(4-fluorophenyl)-piperazin-1-yl]-3-chloropropane (1.28 g, 5 mmol), potassium carbonate (0.502 g, 3.75 mmol) and tetrabutylammonium bromide (0.322 g, 1 mmol) in acetone (25 ml) was refluxed for 16 hours at 80° C. with stirring. The solvent was evaporated off in vacuo and the residue was suspended in water (80 ml). The aqueous solution was extracted with chloroform (3×50 ml), and the organic layers combined, washed with water (2×5... Procedure: To a stirred solution of diazomethane (9.66 g, 0.23 mole) in dry ether (1250 ml.) maintained at 0° to -5°, was added a suspension of the styrene-carbonyl chloride polymer (10.0 g) from Example 7(c) in methylene chloride (50 ml.) over 15 minutes. Stirring was maintained for 5 hours at 0° to -5° and then for 16 hours at room temperature. The reaction mixture was filtered and the polymer washed with ether (2 × 100 ml.) and chloroform (2 × 100 ml.) and dried in vacuo at room temperature to constant ... Yields the product [N+](=[N-])=CC(=O)C=CC1=CC=CC=C1 (Diazoacetylstyrene). Starting materials: [N+](=[N-])=C (diazomethane), C(=CC1=CC=CC=C1)C(=O)Cl (styrene-carbonyl chloride). Run in CCOCC (ether), C(Cl)Cl (methylene chloride). RXN SMILES: [N+:1](=[CH2:3])=[N-:2].[CH:4]([C:12](Cl)=[O:13])=[CH:5][C:6]1[CH:11]=[CH:10][CH:9]=[CH:8][CH:7]=1>CCOCC.C(Cl)Cl>[N+:1](=[CH:3][C:12]([CH:4]=[CH:5][C:6]1[CH:11]=[CH:10][CH:9]=[CH:8][CH:7]=1)=[O:13])=[N-:2]. Conditions: time 16 hour. The reactants are C(C)(C)(C)C=1C=C(N(N1)C1=CC(=CC(=C1)Cl)O[Si](C)(C)C(C)(C)C)N (5-tert-Butyl-2-[3-(tert-butyl-dimethyl-silanyloxy)-5-chloro-phenyl]-2H-pyrazol-3-ylamine), [OH-].[Na+] (NaOH), ClC(=O)OCC(Cl)(Cl)Cl (2,2,2-trichloroethyl chloroformate). As a reaction SMILES: [C:1]([C:5]1[CH:6]=[C:7]([NH2:25])[N:8]([C:10]2[CH:15]=[C:14]([Cl:16])[CH:13]=[C:12]([O:17][Si:18]([C:21]([CH3:24])([CH3:23])[CH3:22])([CH3:20])[CH3:19])[CH:11]=2)[N:9]=1)([CH3:4])([CH3:3])[CH3:2].[OH-].[Na+].Cl[C:29]([O:31][CH2:32][C:33]([Cl:36])([Cl:35])[Cl:34])=[O:30]>CCOC(C)=O>[Cl:34][C:33]([Cl:36])([Cl:35])[CH2:32][O:31][C:29](=[O:30])[NH:25][C:7]1[N:8]([C:10]2[CH:15]=[C:14]([Cl:16])[CH:13]=[C:12]([O:17][Si:18]([C:21]([CH3:24])([CH3:23])[CH3:22])([CH3:19])[CH3:20])[CH:11]=2)[N:9]=[C:5]([C:1]([CH3:4])([CH3:2])[CH3:3])[CH:6]=1 |f:1.2|. Isolated yield 107.9%. Yields the product ClC(COC(NC=1N(N=C(C1)C(C)(C)C)C1=CC(=CC(=C1)Cl)O[Si](C)(C)C(C)(C)C)=O)(Cl)Cl ({5-tert-Butyl-2-[3-(tert-butyl-dimethyl-silanyloxy)-5-chloro-phenyl]-2H-pyrazol-3-yl}-carbamic acid 2,2,2-trichloro-ethyl ester). Reported procedure: To a bi-phasic mixture of Intermediate 62c (807 mg, 2.12 mmol) in EtOAc (7.5 mL) and 1N NaOH solution (1.38 ml, 1.38 mmol) at 0° C. was added 2,2,2-trichloroethyl chloroformate (0.35 mL, 2.54 mmol) and the mixture stirred for 5 h. The layers were separated and the organic layer was washed with brine, dried and concentrated in vacuo to give the title compound (1.27 g, 99%). LCMS (Method 3): Rt 5.66 min, m/z 553, 555, 557 [MH+]. Conditions: time 5 hour. Run in CCOC(=O)C (EtOAc). The reactants are COc1cc([N+](=O)[O-])ccc1Br, CCCC[Sn](CCCC)(CCCC)c1cc(C)no1, C1COCCO1, Cl[Pd]Cl, c1ccc(P(c2ccccc2)c2ccccc2)cc1, c1ccc(P(c2ccccc2)c2ccccc2)cc1. Product: COc1cc([N+](=O)[O-])ccc1-c1cc(C)no1. RXN SMILES: [Br:20][c:21]1[c:22]([O:30][CH3:31])[cH:23][c:24]([N+:27](=[O:28])[O-:29])[cH:25][cH:26]1.[CH3:1][c:2]1[n:3][o:4][c:5]([Sn:7]([CH2:8][CH2:9][CH2:10][CH3:11])([CH2:12][CH2:13][CH2:14][CH3:15])[CH2:16][CH2:17][CH2:18][CH3:19])[cH:6]1.[O:32]1[CH2:33][CH2:34][O:35][CH2:36][CH2:37]1.[Pd:38]([Cl:39])[Cl:40].[c:41]1([P:42]([c:43]2[cH:44][cH:45][cH:46][cH:47][cH:48]2)[c:49]2[cH:50][cH:51][cH:52][cH:53][cH:54]2)[cH:55][cH:56][cH:57][cH:58][cH:59]1.[c:60]1([P:61]([c:62]2[cH:63][cH:64][cH:65][cH:66][cH:67]2)[c:68]2[cH:69][cH:70][cH:71][cH:72][cH:73]2)[cH:74][cH:75][cH:76][cH:77][cH:78]1>>[CH3:1][c:2]1[n:3][o:4][c:5](-[c:21]2[c:22]([O:30][CH3:31])[cH:23][c:24]([N+:27](=[O:28])[O-:29])[cH:25][cH:26]2)[cH:6]1. The reactants are C(C1=CC=CC=C1)OC(=O)N1[C@H](C(N(CC1)CC1=CC(=C(C=C1)C#N)N=C(C1=CC=CC=C1)C1=CC=CC=C1)=O)CCSC (4-benzyloxycarbonyl-1-[3-(benzhydrylidene-amino)-4-cyano-benzyl]-3-(S)-(2-methylsulfanyl-ethyl)-piperazin-2-one), N1=CN=CN=C1 (1,3,5-triazine), C(C)(=O)O (acetic acid). Solvent: C(C)O (ethanol). Product: NC1=NC=NC2=CC(=CC=C12)CN1C([C@@H](N(CC1)C(=O)OCC1=CC=CC=C1)CCSC)=O (1-(4-Amino-quinazolin-7-ylmethyl)-4-benzyloxycarbonyl-3-(S)-(2-methylsulfanyl-ethyl)-piperazin-2-one). Yield: 39.0%. RXN SMILES: [CH2:1]([O:8][C:9]([N:11]1[CH2:16][CH2:15][N:14]([CH2:17][C:18]2[CH:23]=C[C:21](C#N)=[C:20](N=C(C3C=CC=CC=3)C3C=CC=CC=3)[CH:19]=2)[C:13](=[O:40])[C@@H:12]1[CH2:41][CH2:42][S:43][CH3:44])=[O:10])[C:2]1[CH:7]=[CH:6][CH:5]=[CH:4][CH:3]=1.[N:45]1[CH:50]=[N:49][CH:48]=[N:47][CH:46]=1.C(O)(=O)C>C(O)C>[NH2:45][C:50]1[C:21]2[C:46](=[CH:23][C:18]([CH2:17][N:14]3[CH2:15][CH2:16][N:11]([C:9]([O:8][CH2:1][C:2]4[CH:3]=[CH:4][CH:5]=[CH:6][CH:7]=4)=[O:10])[C@@H:12]([CH2:41][CH2:42][S:43][CH3:44])[C:13]3=[O:40])=[CH:19][CH:20]=2)[N:47]=[CH:48][N:49]=1. Reported procedure: To a solution of 4-benzyloxycarbonyl-1-[3-(benzhydrylidene-amino)-4-cyano-benzyl]-3-(S)-(2-methylsulfanyl-ethyl)-piperazin-2-one (1.17 g, 2.67 mmol) in 15 ml of ethanol is added 1,3,5-triazine and glacial acetic acid (3.1 ml, 53.4 mmol). The resulting solution is refluxed for 20 hours, concentrated under vacuum. The residue is dissolved in ethyle acetate, washed with 1N hydrochloric acid, a saturated aqueous NaHCO3 solution, water, brine. The solution is dried over MgSO4, concentrated. The resul... The reactants are CCCCCCCC(=O)c1ccc(-c2ccc(Br)cc2F)cc1, CC[SiH](CC)CC, O, O=C(O)C(F)(F)F. Product: CCCCCCCCc1ccc(-c2ccc(Br)cc2F)cc1. As a reaction SMILES: [C:1]([CH2:2][CH2:3][CH2:4][CH2:5][CH2:6][CH2:7][CH3:8])(=[O:9])[c:10]1[cH:11][cH:12][c:13](-[c:16]2[c:17]([F:23])[cH:18][c:19]([Br:22])[cH:20][cH:21]2)[cH:14][cH:15]1.[CH2:31]([SiH:32]([CH2:33][CH3:34])[CH2:35][CH3:36])[CH3:37].[OH2:38].[OH:24][C:25]([C:26]([F:27])([F:28])[F:29])=[O:30]>>[CH2:1]([CH2:2][CH2:3][CH2:4][CH2:5][CH2:6][CH2:7][CH3:8])[c:10]1[cH:11][cH:12][c:13](-[c:16]2[c:17]([F:23])[cH:18][c:19]([Br:22])[cH:20][cH:21]2)[cH:14][cH:15]1. The reactants are C1CCOC1, Cl, CC1(C)C(O)c2ccccc2C1(F)F, CC(C)(C)OC(=O)N=NC(=O)OC(C)(C)C, C1COCCO1, c1ccc(P(c2ccccc2)c2ccccc2)cc1, COC(=O)c1c[nH]cn1. Yields the product COC(=O)c1cncn1C1c2ccccc2C(F)(F)C1(C)C. As a reaction SMILES: [CH2:66]1[O:67][CH2:68][CH2:69][CH2:70]1.[ClH:59].[F:1][C:2]1([F:14])[C:3]([CH3:12])([CH3:13])[CH:4]([OH:11])[c:5]2[cH:6][cH:7][cH:8][cH:9][c:10]21.[N:43]([C:44]([O:45][C:46]([CH3:47])([CH3:48])[CH3:49])=[O:50])=[N:51][C:52]([O:53][C:54]([CH3:55])([CH3:56])[CH3:57])=[O:58].[O:60]1[CH2:61][CH2:62][O:63][CH2:64][CH2:65]1.[c:24]1([P:25]([c:26]2[cH:27][cH:28][cH:29][cH:30][cH:31]2)[c:32]2[cH:33][cH:34][cH:35][cH:36][cH:37]2)[cH:38][cH:39][cH:40][cH:41][cH:42]1.[nH:15]1[cH:16][n:17][c:18]([C:20](=[O:21])[O:22][CH3:23])[cH:19]1>>[F:1][C:2]1([F:14])[C:3]([CH3:12])([CH3:13])[CH:4]([n:17]2[cH:16][n:15][cH:19][c:18]2[C:20](=[O:21])[O:22][CH3:23])[c:5]2[cH:6][cH:7][cH:8][cH:9][c:10]21.